This data is from the Open Reaction Database (ORD), a public repository of structured organic reaction records. The task is: describe an organic reaction: reactants, conditions, products, and yield Starting materials: [N+](=O)([O-])C1=NNC(=C1)C(=O)O (3-nitro-1H-pyrazole-5-carboxylic acid), B.C1CCOC1 (BH3/THF), Cl (HCl). Conditions: temperature 60 celsius, time 2 hour. The product is [N+](=O)([O-])C1=NNC(=C1)CO ((3-Nitro-1H-pyrazol-5-yl)methanol). Isolated yield 81.5%. Reaction SMILES: [N+:1]([C:4]1[CH:8]=[C:7]([C:9](O)=[O:10])[NH:6][N:5]=1)([O-:3])=[O:2].B.C1COCC1.Cl>>[N+:1]([C:4]1[CH:8]=[C:7]([CH2:9][OH:10])[NH:6][N:5]=1)([O-:3])=[O:2] |f:1.2|. Reported procedure: A mixture of 3-nitro-1H-pyrazole-5-carboxylic acid (4.71 g, 30 mmol), BH3/THF (75 mL, 1 mol/L, 75 mmol) was stirred at 60° C. for 2 h. The mixture was cooled to room temperature and 4M HCl (19 mL, 75 mmol) was added. It was stirred at 70° C. for 2 h. After cooling down to room temperature, the mixture was concentrated under reduced pressure. The residue was partitioned between ethyl acetate and brine (100:100 mL). The aqueous phase was extract with ethyl acetate (4×50 mL). The combined organic l... Starting materials: ClC1=CC2=C(C(NC3=NC=CC=C23)=O)C=C1 (9-Chloro-5H-benzo[c][1,8]naphthyridin-6-one), FC1=CC=C(N)C=C1 (4-fluoroaniline). The product is FC1=CC=C(C=C1)NC1=CC2=C(C(NC3=NC=CC=C23)=O)C=C1 (9-(4-Fluoro-phenylamino)-5H-benzo[c][1,8]naphthyridin-6-one). Isolated yield 25.3%. Reaction SMILES: Cl[C:2]1[CH:16]=[CH:15][C:5]2[C:6](=[O:14])[NH:7][C:8]3[C:13]([C:4]=2[CH:3]=1)=[CH:12][CH:11]=[CH:10][N:9]=3.[F:17][C:18]1[CH:24]=[CH:23][C:21]([NH2:22])=[CH:20][CH:19]=1>>[F:17][C:18]1[CH:24]=[CH:23][C:21]([NH:22][C:2]2[CH:16]=[CH:15][C:5]3[C:6](=[O:14])[NH:7][C:8]4[C:13]([C:4]=3[CH:3]=2)=[CH:12][CH:11]=[CH:10][N:9]=4)=[CH:20][CH:19]=1. Procedure: The title compound was synthesized according to the procedure described for the preparation of Example 231 using 6 (50 mg, 0.22 mmol) and 4-fluoroaniline (0.03 mL, 0.33 mmol) to provide 235 (17 mg, 23% yield) as a green/brown solid. LC-MS (M+H=306, obsd.=306).